Dataset: the Open Reaction Database (ORD), a public repository of structured organic reaction records. Task: describe an organic reaction: reactants, conditions, products, and yield The reactants are CSC1=NC=C(C(=N1)Cl)OCC (2-methylthio-4-chloro-5 ethoxy pyrimidine), [NH2-].[Na+] (sodium amide), [NH2-].[Na+] (sodium amide), C(C#C)O (propargyl alcohol), O (water). The solvent is C1=CC=CC=C1 (benzene). Reaction conditions: time 5 hour. Yields the product CSC1=NC=C(C(=N1)OCC#C)OCC (2-methylthio-4-propargyloxy-5-ethoxy pyrimidine). RXN SMILES: [CH3:1][S:2][C:3]1[N:8]=[C:7](Cl)[C:6]([O:10][CH2:11][CH3:12])=[CH:5][N:4]=1.[NH2-].[Na+].[CH2:15]([OH:18])[C:16]#[CH:17].O>C1C=CC=CC=1>[CH3:1][S:2][C:3]1[N:8]=[C:7]([O:18][CH2:15][C:16]#[CH:17])[C:6]([O:10][CH2:11][CH3:12])=[CH:5][N:4]=1 |f:1.2|. Procedure details: A solution comprising 3 grams of 2-methylthio-4-chloro-5 ethoxy pyrimidine in 30 milliliters of benzene was treated with 1 gram of sodium amide and 1.5 ml of propargyl alcohol. The reaction mixture was refluxed with stirring for 5 hours. Upon cooling, the unreacted sodium amide was decomposed with water, the benzene layer separated and the solvent evaporated under reduced pressure. Crystallization of the residue from ethanol yielded 2.8 grams of 2-methylthio-4-propargyloxy-5-ethoxy pyrimidine ha... Reaction SMILES: [CH2:1]([O:8][CH:9]([O:16][CH2:17][C:18]1[CH:23]=[CH:22][CH:21]=[CH:20][CH:19]=1)[CH2:10][C:11](OCC)=[O:12])[C:2]1[CH:7]=[CH:6][CH:5]=[CH:4][CH:3]=1.[H-].C([Al+]CC(C)C)C(C)C>CCOCC>[CH2:1]([O:8][CH:9]([O:16][CH2:17][C:18]1[CH:23]=[CH:22][CH:21]=[CH:20][CH:19]=1)[CH2:10][CH:11]=[O:12])[C:2]1[CH:3]=[CH:4][CH:5]=[CH:6][CH:7]=1 |f:1.2|. The product is C(C1=CC=CC=C1)OC(CC=O)OCC1=CC=CC=C1 (3,3-dibenzyloxypropanal). Conditions: temperature -78 celsius, time 0.5 hour. The yield is 93.8%. Reported procedure: To a 1000 mL round-bottomed flask was added ethyl 3,3-dibenzyloxypropionate (9, 15 g, 0.0477 mole) and ether (300 mL). The solution was cooled to -78° C. under a dry argon atmosphere and diisobutylaluminum hydride (47.7 mL of 1M solution in hexanes, 0.0477 mole) was added dropwise. The mixture was stirred for 0.5 h at -78° C. followed by quench with methanol (20 mL). The mixture was allowed to warm to 0° C. and washed 2 times with 5% HCl solution (2 @ 250 mL), brine (200 mL) and then dried over ... Run in CCOCC (ether). Reactants: C(C1=CC=CC=C1)OC(CC(=O)OCC)OCC1=CC=CC=C1 (Ethyl 3,3-dibenzyloxypropionate), [H-].C(C(C)C)[Al+]CC(C)C (diisobutylaluminum hydride). Starting materials: CC(=O)O, O=N[O-], Nc1cc(N)nc(N)n1, [Na+], O. The product is Nc1nc(N)c(N=O)c(N)n1. RXN SMILES: [CH3:10][C:11](=[O:12])[OH:13].[N:14](=[O:15])[O-:16].[NH2:1][c:2]1[cH:3][c:4]([NH2:5])[n:6][c:7]([NH2:8])[n:9]1.[Na+:17].[OH2:18]>>[NH2:1][c:2]1[c:3]([N:14]=[O:15])[c:4]([NH2:5])[n:6][c:7]([NH2:8])[n:9]1.